From a dataset of the Open Reaction Database (ORD), a public repository of structured organic reaction records. describe an organic reaction: reactants, conditions, products, and yield Reactants: O1CCCC1 (tetrahydrofuran), CC(C)([O-])C.[K+] (Potassium tert-butoxide), C(C)(C)[Si](OCC1=CC=C(C(=O)C=2C=C(C#N)C=CC2)C=C1)(C(C)C)C(C)C (3-(4-Triisopropylsilanyloxymethyl-benzoyl)-benzonitrile). Reagents/catalysts: [Br-].C[P+](C1=CC=CC=C1)(C1=CC=CC=C1)C1=CC=CC=C1 (methyltriphenylphosphonium bromide). Run in O (water). Reaction conditions: temperature 0 celsius. The product is C(C)(C)[Si](OCC1=CC=C(C=C1)C(=C)C=1C=C(C#N)C=CC1)(C(C)C)C(C)C (3-[1-(4-triisopropylsilanyloxymethyl-phenyl)-vinyl]-benzonitrile). Reaction SMILES: O1CCC[CH2:2]1.CC(C)([O-])C.[K+].[CH:12]([Si:15]([CH:37]([CH3:39])[CH3:38])([CH:34]([CH3:36])[CH3:35])[O:16][CH2:17][C:18]1[CH:33]=[CH:32][C:21]([C:22]([C:24]2[CH:25]=[C:26]([CH:29]=[CH:30][CH:31]=2)[C:27]#[N:28])=O)=[CH:20][CH:19]=1)([CH3:14])[CH3:13]>[Br-].C[P+](C1C=CC=CC=1)(C1C=CC=CC=1)C1C=CC=CC=1.O>[CH:12]([Si:15]([CH:37]([CH3:39])[CH3:38])([CH:34]([CH3:36])[CH3:35])[O:16][CH2:17][C:18]1[CH:33]=[CH:32][C:21]([C:22]([C:24]2[CH:25]=[C:26]([CH:29]=[CH:30][CH:31]=2)[C:27]#[N:28])=[CH2:2])=[CH:20][CH:19]=1)([CH3:14])[CH3:13] |f:1.2,4.5|. Reported procedure: A mixture of methyltriphenylphosphonium bromide (0.2 g, 0.56 mmol) and tetrahydrofuran (10 mL) is stirred at 0° C. Potassium tert-butoxide (72 mg, 0.64 mmol) is added and the yellow solution is stirred 10 min at room temperature. The solution is cooled to 0° C. and 3-(4-Triisopropylsilanyloxymethyl-benzoyl)-benzonitrile (0.2 g, 0.51 mmol) is added. The resulting orange reaction is stirred 1 hr at room temperature. The reaction is diluted with water and extracted with ethyl acetate (2×50 mL). The... Starting materials: CCCCCC, ClCCl, CS(=O)(=O)Oc1ccc(S(=O)(=O)O)cc1Cl, [Na], CN(C)C=O, O=S(Cl)Cl. Product: CS(=O)(=O)Oc1ccc(S(=O)(=O)Cl)cc1Cl. RXN SMILES: [CH3:27][CH2:28][CH2:29][CH2:30][CH2:31][CH3:32].[Cl:33][CH2:34][Cl:35].[Cl:6][c:7]1[cH:8][c:9]([S:18](=[O:19])(=[O:20])[OH:21])[cH:10][cH:11][c:12]1[O:13][S:14](=[O:15])(=[O:16])[CH3:17].[Na:5].[O:22]=[CH:23][N:24]([CH3:25])[CH3:26].[S:1]([Cl:2])([Cl:3])=[O:4]>>[Cl:3][S:18]([c:9]1[cH:8][c:7]([Cl:6])[c:12]([O:13][S:14](=[O:15])(=[O:16])[CH3:17])[cH:11][cH:10]1)(=[O:19])=[O:21]. The reactants are 4,5-Bis(diphenylphos-phino)-9,9-dimethylxanthene(xanthopos), Tris(dibenzylideneacetone)dipalladium(0)[Pd2(dba)3], IC1=CC=C(C=C1)C(=O)N1CCN(CC1)C ((4-Iodo-phenyl)-(4-methyl-piperazin-1-yl)-methanone), NC=1N=CC2=C(N1)CCN(C2=O)C2=C(C=CC(=C2)[N+](=O)[O-])C (2-Amino-6-(2-methyl-5-nitro-phenyl)-7,8-dihydro-6H-pyrido[4,3-d]pyrimidin-5-one), C([O-])([O-])=O.[Cs+].[Cs+] (cesium carbonate). Run in O1CCOCC1 (1,4-dioxane). The product is CC1=C(C=C(C=C1)[N+](=O)[O-])N1C(C2=C(N=C(N=C2)NC2=CC=C(C=C2)C(=O)N2CCN(CC2)C)CC1)=O (6-(2-Methyl-5-nitro-phenyl)-2-[4-(4-methyl-piperazine-1-carbonyl)phenylamino]-7,8-dihydro-6H-pyrido[4,3-d]pyrimidin-5-one). RXN SMILES: I[C:2]1[CH:7]=[CH:6][C:5]([C:8]([N:10]2[CH2:15][CH2:14][N:13]([CH3:16])[CH2:12][CH2:11]2)=[O:9])=[CH:4][CH:3]=1.[NH2:17][C:18]1[N:19]=[CH:20][C:21]2[C:27](=[O:28])[N:26]([C:29]3[CH:34]=[C:33]([N+:35]([O-:37])=[O:36])[CH:32]=[CH:31][C:30]=3[CH3:38])[CH2:25][CH2:24][C:22]=2[N:23]=1.C(=O)([O-])[O-].[Cs+].[Cs+]>O1CCOCC1>[CH3:38][C:30]1[CH:31]=[CH:32][C:33]([N+:35]([O-:37])=[O:36])=[CH:34][C:29]=1[N:26]1[CH2:25][CH2:24][C:22]2[N:23]=[C:18]([NH:17][C:2]3[CH:7]=[CH:6][C:5]([C:8]([N:10]4[CH2:15][CH2:14][N:13]([CH3:16])[CH2:12][CH2:11]4)=[O:9])=[CH:4][CH:3]=3)[N:19]=[CH:20][C:21]=2[C:27]1=[O:28] |f:2.3.4|. Procedure details: A mixture of 4,5-Bis(diphenylphos-phino)-9,9-dimethylxanthene(xanthopos)(8.6 mg, 0.0148 mmol) and Tris(dibenzylideneacetone)dipalladium(0)[Pd2(dba)3] (6.81 mg, 0.0074 mmol) in dry 1,4-dioxane (5 ml) was stirred vigorously and nitrogen was bubbled through the suspension for 30 minutes. (4-Iodo-phenyl)-(4-methyl-piperazin-1-yl)-methanone (41.1 mg, 0.1247 mmol), 2-Amino-6-(2-methyl-5-nitro-phenyl)-7,8-dihydro-6H-pyrido[4,3-d]pyrimidin-5-one (37.3 mg, 0.1247 mmol) and dry cesium carbonate (100 mg, 0... Starting materials: C(C)(C)(C)OC(=O)NCC=1N(C(C2=CC=C(C=C2C1C1=CC=C(C=C1)F)/C=C/C(=O)N)=O)CC(C)C ((E)-3-[3-[[(Tert-butoxycarbonyl)amino]methyl]-4-(4-fluorophenyl)-2-isobutyl-1-oxo-1,2-dihydro-6-isoquinolinyl]-2-propenamide), Cl (hydrogen chloride). Run in C(C)(=O)OCC (ethyl acetate). Conditions: time 2 hour. Yields the product Cl.NCC=1N(C(C2=CC=C(C=C2C1C1=CC=C(C=C1)F)/C=C/C(=O)N)=O)CC(C)C ((E)-3-[3-(aminomethyl)-4-(4-fluorophenyl)-2-isobutyl-1-oxo-1.2-dihydro-6-isoquinolinyl]-2-propenamide hydrochloride). Yield: 88.8%. RXN SMILES: C(OC([NH:8][CH2:9][C:10]1[N:11]([CH2:33][CH:34]([CH3:36])[CH3:35])[C:12](=[O:32])[C:13]2[C:18]([C:19]=1[C:20]1[CH:25]=[CH:24][C:23]([F:26])=[CH:22][CH:21]=1)=[CH:17][C:16](/[CH:27]=[CH:28]/[C:29]([NH2:31])=[O:30])=[CH:15][CH:14]=2)=O)(C)(C)C.[ClH:37]>C(OCC)(=O)C>[ClH:37].[NH2:8][CH2:9][C:10]1[N:11]([CH2:33][CH:34]([CH3:36])[CH3:35])[C:12](=[O:32])[C:13]2[C:18]([C:19]=1[C:20]1[CH:21]=[CH:22][C:23]([F:26])=[CH:24][CH:25]=1)=[CH:17][C:16](/[CH:27]=[CH:28]/[C:29]([NH2:31])=[O:30])=[CH:15][CH:14]=2 |f:3.4|. Procedure details: (E)-3-[3-[[(Tert-butoxycarbonyl)amino]methyl]-4-(4-fluorophenyl)-2-isobutyl-1-oxo-1,2-dihydro-6-isoquinolinyl]-2-propenamide (0.10 g, 0.2 mmol) was dissolved in a solution of 4N hydrogen chloride in ethyl acetate (5 ml) and, the mixture was stirred at room temperature for 2 h. The reaction mixture was concentrated under reduced pressure, and the residue was crystallized from ethyl acetate to give (E)-3-[3-(aminomethyl)-4-(4-fluorophenyl)-2-isobutyl-1-oxo-1.2-dihydro-6-isoquinolinyl]-2-propenamid...